Dataset: the Open Reaction Database (ORD), a public repository of structured organic reaction records. Task: describe an organic reaction: reactants, conditions, products, and yield The reactants are O=C(O)c1cc(-c2ccccc2)c[nH]c1=O, c1ccc2ncccc2c1. The product is O=c1ccc(-c2ccccc2)c[nH]1. RXN SMILES: [O:1]=[c:2]1[nH:3][cH:4][c:5](-[c:11]2[cH:12][cH:13][cH:14][cH:15][cH:16]2)[cH:6][c:7]1[C:8]([OH:9])=[O:10].[cH:17]1[cH:18][c:19]2[c:20]([n:21][cH:22][cH:23][cH:24]2)[cH:25][cH:26]1>>[O:1]=[c:2]1[nH:3][cH:4][c:5](-[c:11]2[cH:12][cH:13][cH:14][cH:15][cH:16]2)[cH:6][cH:7]1. Starting materials: CCOc1cc2ncc(C#N)c(Nc3ccc(OCc4ccccc4)c(Cl)c3)c2cc1NC(=O)C=CCN(C)C, C1CCOC1, CNC. The product is CCOc1cc2ncc(C#N)c(Nc3ccc(OCc4ccccc4)c(Cl)c3)c2cc1NC(=O)CC(CN(C)C)N(C)C. As a reaction SMILES: [CH2:1]([c:2]1[cH:3][cH:4][cH:5][cH:6][cH:7]1)[O:8][c:9]1[c:10]([Cl:40])[cH:11][c:12]([NH:13][c:14]2[c:15]([C:36]#[N:37])[cH:16][n:17][c:18]3[cH:19][c:20]([O:33][CH2:34][CH3:35])[c:21]([NH:24][C:25]([CH:26]=[CH:27][CH2:28][N:29]([CH3:30])[CH3:31])=[O:32])[cH:22][c:23]23)[cH:38][cH:39]1.[CH2:44]1[O:45][CH2:46][CH2:47][CH2:48]1.[CH3:41][NH:42][CH3:43]>>[CH2:1]([c:2]1[cH:3][cH:4][cH:5][cH:6][cH:7]1)[O:8][c:9]1[c:10]([Cl:40])[cH:11][c:12]([NH:13][c:14]2[c:15]([C:36]#[N:37])[cH:16][n:17][c:18]3[cH:19][c:20]([O:33][CH2:34][CH3:35])[c:21]([NH:24][C:25]([CH2:26][CH:27]([CH2:28][N:29]([CH3:30])[CH3:31])[N:42]([CH3:41])[CH3:43])=[O:32])[cH:22][c:23]23)[cH:38][cH:39]1. Starting materials: O (water), [Cl-].[Na+] (Sodium chloride), FC1=C(O)C=CC(=C1O)F (2,4-difluororesorcinol), S(=O)(=O)(O)C1=C(C(=O)O)C=CC(=C1)C(=O)O (2-sulfoterephthalic acid). Run in CS(=O)(=O)O (methanesulfonic acid). Product: C(=O)(O)C1=CC(=C(C=C1)C=1C2=CC(=C(C(=C2OC2=C(C(C(=CC12)F)=O)F)F)O)F)S(=O)(=O)O (9-(4-carboxy-2-sulfophenyl)-2,4,5,7-tetrafluoro-6-hydroxy-3H-xanthene-3-one), red-orange powder. RXN SMILES: [F:1][C:2]1[C:8]([OH:9])=[C:7]([F:10])[CH:6]=[CH:5][C:3]=1[OH:4].[S:11]([C:15]1[CH:23]=[C:22]([C:24]([OH:26])=[O:25])[CH:21]=[CH:20][C:16]=1[C:17](O)=O)([OH:14])(=[O:13])=[O:12].[OH2:27].[Cl-].[Na+]>CS(O)(=O)=O>[C:24]([C:22]1[CH:21]=[CH:20][C:16]([C:17]2[C:5]3[C:3]([O:4][C:3]4[C:5]=2[CH:6]=[C:7]([F:10])[C:8](=[O:9])[C:2]=4[F:1])=[C:2]([F:1])[C:8]([OH:27])=[C:7]([F:10])[CH:6]=3)=[C:15]([S:11]([OH:14])(=[O:13])=[O:12])[CH:23]=1)([OH:26])=[O:25] |f:3.4|. Reported procedure: 2,4-Difluororesorcinol (13, 0.200 g, 1.37 mmol) and 2-sulfoterephthalic acid (0.184 g, 0.68 mmol) are heated together in methanesulfonic acid (2 mL) at 100° C. overnight with stirring. After cooling, the reaction mixture is poured into cold water (30 mL). Sodium chloride is added portionwise with stirring until a precipitate forms, which is collected on a Buichner finnel and dried in vacuo to give Compound 83 as 40 mg of a red-orange powder: Rf =0.65 (CH3CN:H2O:acetic acid 8:1:1). Starting materials: [Br-].CCCCCCCCCC (Decane bromide), C1(=CC=CC=C1)P(C1=CC=CC=C1)C1=CC=CC=C1 (triphenylphosphine). Yields the product [Br-].C(CCCCCCCCC)[P+](C1=CC=CC=C1)(C1=CC=CC=C1)C1=CC=CC=C1 (decyltriphenylphosphonium bromide). RXN SMILES: [Br-:1].[CH3:2][CH2:3][CH2:4][CH2:5][CH2:6][CH2:7][CH2:8][CH2:9][CH2:10][CH3:11].[C:12]1([P:18]([C:25]2[CH:30]=[CH:29][CH:28]=[CH:27][CH:26]=2)[C:19]2[CH:24]=[CH:23][CH:22]=[CH:21][CH:20]=2)[CH:17]=[CH:16][CH:15]=[CH:14][CH:13]=1>>[Br-:1].[CH2:2]([P+:18]([C:19]1[CH:20]=[CH:21][CH:22]=[CH:23][CH:24]=1)([C:25]1[CH:30]=[CH:29][CH:28]=[CH:27][CH:26]=1)[C:12]1[CH:13]=[CH:14][CH:15]=[CH:16][CH:17]=1)[CH2:3][CH2:4][CH2:5][CH2:6][CH2:7][CH2:8][CH2:9][CH2:10][CH3:11] |f:0.1,3.4|. Reported procedure: Decane bromide (7.0 g) and 10 g of triphenylphosphine were stirred at 120° C. under a nitrogen atmosphere for 8 hours. The mixture was recrystallized from acetone-ether to give 14.4 g of colorless, crystalline decyltriphenylphosphonium bromide. IRνmax (CHCl3): 2920, 2850, 1440, 1120, 1000, 680 cm-1 Starting materials: [H-].[Na+] (sodium hydride), CN1CC(NCC1)=O (4-methylpiperazin-2-one), CS(=O)(=O)OCC1CCN(CC1)C(=O)OC(C)(C)C (Tert-butyl 4-(methylsulfonyloxymethyl)piperidine-1-carboxylate). The solvent is CN(C)C=O (DMF), CN(C)C=O (DMF). Conditions: time 30 minute. Product: CN1CC(N(CC1)CC1CCN(CC1)C(=O)OC(C)(C)C)=O (tert-butyl 4-((4-methyl-2-oxopiperazin-1-yl)methyl)piperidine-1-carboxylate). The yield is 19.6%. RXN SMILES: [H-].[Na+].[CH3:3][N:4]1[CH2:9][CH2:8][NH:7][C:6](=[O:10])[CH2:5]1.CS(O[CH2:16][CH:17]1[CH2:22][CH2:21][N:20]([C:23]([O:25][C:26]([CH3:29])([CH3:28])[CH3:27])=[O:24])[CH2:19][CH2:18]1)(=O)=O>CN(C=O)C>[CH3:3][N:4]1[CH2:9][CH2:8][N:7]([CH2:16][CH:17]2[CH2:22][CH2:21][N:20]([C:23]([O:25][C:26]([CH3:27])([CH3:29])[CH3:28])=[O:24])[CH2:19][CH2:18]2)[C:6](=[O:10])[CH2:5]1 |f:0.1|. Procedure details: A 60% dispersion of sodium hydride (84.55 mg, 2.114 mmol) was added to a stirred solution of 4-methylpiperazin-2-one (241.3 mg, 2.114 mmol) in DMF (10 mL) and the reaction stirred at ambient temperature for 30 minutes. Tert-butyl 4-(methylsulfonyloxymethyl)piperidine-1-carboxylate (477 mg, 1.626 mmol) in DMF (5 mL) was added dropwise and the reaction stirred at ambient temperature for a further 92 hours then at 50° C. for a further 20 hours. The reaction was cooled to ambient temperature, quench... The reactants are CCCCCCCC(=O)O, OCC(O)C(O)C(O)CO, O=P(O)(O)O. Product: CCCCCCCC(=O)OC(CO)C(O)C(O)CO. Reaction SMILES: [CH3:1][CH2:2][CH2:3][CH2:4][CH2:5][CH2:6][CH2:7][C:8]([OH:9])=[O:10].[OH:11][CH2:12][CH:13]([OH:14])[CH:15]([OH:16])[CH:17]([OH:18])[CH2:19][OH:20].[P:21](=[O:22])([OH:23])([OH:24])[OH:25]>>[CH3:1][CH2:2][CH2:3][CH2:4][CH2:5][CH2:6][CH2:7][C:8]([O:9][CH:17]([CH:15]([CH:13]([CH2:12][OH:11])[OH:14])[OH:16])[CH2:19][OH:20])=[O:10]. Reactants: CCc1n[nH]c(C(N)=O)c1[N+](=O)[O-], COCCBr, CCC(C)=O, [I-], [Na+], [Na+], [Na+], O=C([O-])[O-], O. The product is CCc1c([N+](=O)[O-])c(C(N)=O)nn1CCOC. Reaction SMILES: [CH2:1]([CH3:2])[c:3]1[n:4][nH:5][c:6]([C:11](=[O:12])[NH2:13])[c:7]1[N+:8](=[O:9])[O-:10].[CH3:22][O:23][CH2:24][CH2:25][Br:26].[CH3:27][C:28]([CH2:29][CH3:30])=[O:31].[I-:21].[Na+:14].[Na+:15].[Na+:20].[O-:16][C:17](=[O:18])[O-:19].[OH2:32]>>[CH2:1]([CH3:2])[c:3]1[n:4]([CH2:25][CH2:24][O:23][CH3:22])[n:5][c:6]([C:11](=[O:12])[NH2:13])[c:7]1[N+:8](=[O:9])[O-:10]. The yield is 53.3%. Reactants: Cl.Cl.NC(C)C=1OC(C2=CC=CC=C2C1C=1SC(=CC1)CN1CCOCC1)=O (3-(1-aminoethyl)-4-(5-(morpholinomethyl)thiophen-2-yl)-1H-isochromen-1-one dihydrochloride), Cl.N1N=CC(=C1)C1=C(OC(C2=CC=CC=C12)=O)C(C)NC=1C2=C(N=CN1)C=CS2 (4-(1H-pyrazol-4-yl)-3-(1-(thieno[3,2-d]pyrimidin-4-ylamino)ethyl)-1H-isochromen-1-one hydrochloride). Procedure: The title compound was made in a similar way as that of the compound of example 80, from 3-(1-aminoethyl)-4-(5-(morpholinomethyl)thiophen-2-yl)-1H-isochromen-1-one dihydrochloride (Intermediate E3, 80 mg, 0.180 mmol) and 4-chlorothieno[3,2-d]pyrimidine (43.1 mg, 0.253 mmol) to give the title compound (52 mg, 53.3%) as yellowish solid. Reaction SMILES: [ClH:1].N1C=C([C:7]2[C:16]3[C:11](=[CH:12][CH:13]=[CH:14][CH:15]=3)[C:10](=[O:17])[O:9][C:8]=2[CH:18]([NH:20][C:21]2[C:22]3[S:29][CH:28]=[CH:27][C:23]=3[N:24]=[CH:25][N:26]=2)[CH3:19])C=N1.Cl.Cl.[NH2:32][CH:33]([C:35]1[O:36][C:37](=[O:57])[C:38]2[C:43]([C:44]=1[C:45]1[S:46][C:47]([CH2:50][N:51]3[CH2:56][CH2:55][O:54][CH2:53][CH2:52]3)=[CH:48][CH:49]=1)=[CH:42][CH:41]=[CH:40][CH:39]=2)[CH3:34]>>[ClH:1].[ClH:1].[NH2:32][CH:33]([C:35]1[O:36][C:37](=[O:57])[C:38]2[C:43]([C:44]=1[C:45]1[S:46][C:47]([CH2:50][N:51]3[CH2:56][CH2:55][O:54][CH2:53][CH2:52]3)=[CH:48][CH:49]=1)=[CH:42][CH:41]=[CH:40][CH:39]=2)[CH3:34].[Cl:1][C:21]1[C:22]2[S:29][CH:28]=[CH:27][C:23]=2[N:24]=[CH:25][N:26]=1.[ClH:1].[O:54]1[CH2:55][CH2:56][N:51]([CH2:50][C:47]2[S:46][C:45]([C:7]3[C:16]4[C:11](=[CH:12][CH:13]=[CH:14][CH:15]=4)[C:10](=[O:17])[O:9][C:8]=3[CH:18]([NH:20][C:21]3[C:22]4[S:29][CH:28]=[CH:27][C:23]=4[N:24]=[CH:25][N:26]=3)[CH3:19])=[CH:49][CH:48]=2)[CH2:52][CH2:53]1 |f:0.1,2.3.4,5.6.7,9.10|. Product: Cl.Cl.NC(C)C=1OC(C2=CC=CC=C2C1C=1SC(=CC1)CN1CCOCC1)=O (3-(1-aminoethyl)-4-(5-(morpholinomethyl)thiophen-2-yl)-1H-isochromen-1-one dihydrochloride), ClC=1C2=C(N=CN1)C=CS2 (4-chlorothieno[3,2-d]pyrimidine), Cl.O1CCN(CC1)CC1=CC=C(S1)C1=C(OC(C2=CC=CC=C12)=O)C(C)NC=1C2=C(N=CN1)C=CS2 (4-(5-(morpholinomethyl)thiophen-2-yl)-3-(1-(thieno[3,2-d]pyrimidin-4-ylamino)ethyl)-1H-isochromen-1-one hydrochloride). Starting materials: C(=O)(N1C=NC=C1)N1C=NC=C1 (1,1′-Carbonyldiimidazole), C(C)(C)(C)C1=CC=C(C=C1)/C(=C\[C@@H]1N(C(CC1)=O)CC1=C(C=C(C=C1)OC)OC)/C1=CC=C(C(N1)=O)CCC(=O)O (3-(6-{(E)-1-(4-tert-butylphenyl)-2-[(2R)-1-(2,4-dimethoxybenzyl)-5-oxopyrrolidin-2-yl]ethenyl}-2-oxo-1,2-dihydropyridin-3-yl)propanoic acid), N (ammonia). The solvent is O1CCCC1 (tetrahydrofuran). Run at time 15 hour. The product is C(C)(C)(C)C1=CC=C(C=C1)/C(=C\[C@@H]1N(C(CC1)=O)CC1=C(C=C(C=C1)OC)OC)/C1=CC=C(C(N1)=O)CCC(=O)N (3-(6-{(E)-1-(4-tert-butylphenyl)-2-[(2R)-1-(2,4-dimethoxybenzyl)-5-oxopyrrolidin-2-yl]ethenyl}-2-oxo-1,2-dihydropyridin-3-yl)propanamide). Reaction SMILES: C(N1C=CN=C1)([N:3]1C=CN=C1)=O.[C:13]([C:17]1[CH:22]=[CH:21][C:20](/[C:23](/[C:42]2[NH:47][C:46](=[O:48])[C:45]([CH2:49][CH2:50][C:51]([OH:53])=O)=[CH:44][CH:43]=2)=[CH:24]\[C@H:25]2[CH2:29][CH2:28][C:27](=[O:30])[N:26]2[CH2:31][C:32]2[CH:37]=[CH:36][C:35]([O:38][CH3:39])=[CH:34][C:33]=2[O:40][CH3:41])=[CH:19][CH:18]=1)([CH3:16])([CH3:15])[CH3:14].N>O1CCCC1>[C:13]([C:17]1[CH:22]=[CH:21][C:20](/[C:23](/[C:42]2[NH:47][C:46](=[O:48])[C:45]([CH2:49][CH2:50][C:51]([NH2:3])=[O:53])=[CH:44][CH:43]=2)=[CH:24]\[C@H:25]2[CH2:29][CH2:28][C:27](=[O:30])[N:26]2[CH2:31][C:32]2[CH:37]=[CH:36][C:35]([O:38][CH3:39])=[CH:34][C:33]=2[O:40][CH3:41])=[CH:19][CH:18]=1)([CH3:14])([CH3:16])[CH3:15]. Reported procedure: 1,1′-Carbonyldiimidazole (24.8 mg) was added to a solution of 3-(6-{(E)-1-(4-tert-butylphenyl)-2-[(2R)-1-(2,4-dimethoxybenzyl)-5-oxopyrrolidin-2-yl]ethenyl}-2-oxo-1,2-dihydropyridin-3-yl)propanoic acid (77.8 mg) in tetrahydrofuran (1.6 mL). 28% aqueous ammonia (0.2 mL) was further added, followed by stirring for 15 hours. The reaction system was concentrated under reduced pressure. The resulting residue was purified by silica gel column chromatography (chloroform:methanol=10:0→9:1) to give 3-(6-...